This data is from the Open Reaction Database (ORD), a public repository of structured organic reaction records. The task is: describe an organic reaction: reactants, conditions, products, and yield Reaction SMILES: [F:1][C:2]([c:3]1[n:4][c:5]([C:19]([F:20])([F:21])[F:22])[c:6]([C:15](=[O:16])[O:17][CH3:18])[c:7]([Cl:14])[c:8]1[C:9](=[O:10])[O:11][CH2:12][CH3:13])([F:23])[F:24].[N-:26]=[N+:27]=[N-:28].[Na+:25].[O:29]=[CH:30][N:31]([CH3:32])[CH3:33].[OH2:34]>>[F:1][C:2]([c:3]1[n:4][c:5]([C:19]([F:20])([F:21])[F:22])[c:6]([C:15](=[O:16])[O:17][CH3:18])[c:7]([N:26]=[N+:27]=[N-:28])[c:8]1[C:9](=[O:10])[O:11][CH2:12][CH3:13])([F:23])[F:24]. The reactants are CCOC(=O)c1c(C(F)(F)F)nc(C(F)(F)F)c(C(=O)OC)c1Cl, [N-]=[N+]=[N-], [Na+], CN(C)C=O, O. Product: CCOC(=O)c1c(C(F)(F)F)nc(C(F)(F)F)c(C(=O)OC)c1N=[N+]=[N-]. Starting materials: CC(=O)O, Cc1ccc(Cl)c(Nc2ccccc2C=O)c1Cl, NCCC(=O)O, O=C1CSC(=S)N1. The product is Cc1ccc(Cl)c(Nc2ccccc2C=C2SC(=S)NC2=O)c1Cl. RXN SMILES: [CH3:32][C:33](=[O:34])[OH:35].[Cl:1][c:2]1[c:3]([NH:10][c:11]2[c:12]([CH:13]=[O:14])[cH:15][cH:16][cH:17][cH:18]2)[c:4]([Cl:9])[cH:5][cH:6][c:7]1[CH3:8].[NH2:26][CH2:27][CH2:28][C:29]([OH:30])=[O:31].[S:19]1[C:20](=[S:21])[NH:22][C:23](=[O:24])[CH2:25]1>>[Cl:1][c:2]1[c:3]([NH:10][c:11]2[c:12]([CH:13]=[C:25]3[S:19][C:20](=[S:21])[NH:22][C:23]3=[O:24])[cH:15][cH:16][cH:17][cH:18]2)[c:4]([Cl:9])[cH:5][cH:6][c:7]1[CH3:8]. Starting materials: C(C)OC=1C=C(C=CC1OCC)C=1C=CC2=C(C=C(CCN2C=O)C(=O)OC)C1 (methyl 7-(3,4-diethoxyphenyl)-1-formyl-2,3-dihydro-1H-1-benzazepine-4-carboxylate), [OH-].[Na+] (sodium hydroxide). Solvent: CO (methanol), C1CCOC1 (THF). Conditions: time 8 hour. Product: C(C)OC=1C=C(C=CC1OCC)C=1C=CC2=C(C=C(CCN2C=O)C(=O)O)C1 (7-(3,4-diethoxyphenyl)-1-formyl-2,3-dihydro-1H-1-benzazepine-4-carboxylic acid). Yield: 100.5%. Reaction SMILES: [CH2:1]([O:3][C:4]1[CH:5]=[C:6]([C:13]2[CH:14]=[CH:15][C:16]3[N:22]([CH:23]=[O:24])[CH2:21][CH2:20][C:19]([C:25]([O:27]C)=[O:26])=[CH:18][C:17]=3[CH:29]=2)[CH:7]=[CH:8][C:9]=1[O:10][CH2:11][CH3:12])[CH3:2].[OH-].[Na+]>CO.C1COCC1>[CH2:1]([O:3][C:4]1[CH:5]=[C:6]([C:13]2[CH:14]=[CH:15][C:16]3[N:22]([CH:23]=[O:24])[CH2:21][CH2:20][C:19]([C:25]([OH:27])=[O:26])=[CH:18][C:17]=3[CH:29]=2)[CH:7]=[CH:8][C:9]=1[O:10][CH2:11][CH3:12])[CH3:2] |f:1.2|. Procedure details: In methanol (25 ml) and THF (25 ml) was dissolved methyl 7-(3,4-diethoxyphenyl)-1-formyl-2,3-dihydro-1H-1-benzazepine-4-carboxylate (0.33 g). To the solution was added 1N sodium hydroxide solution (8 ml), and the mixture was stirred at room temperature overnight and concentrated. To the residue was added water, and the mixture was neutralized with 1N hydrochloric acid and extracted with ethyl acetate. The organic layer was washed with water and saturated brine and dried with anhydrous magnesium ... Reactants: BrC1=CC=C(C=C1)CC(NC)C=1NC=C(N1)CC(CC)(C)C (2-(4-bromophenyl)-1-[4-(2,2-dimethylbutyl)-1H-imidazol-2-yl]-N-methylethanamine), C([O-])([O-])=O.[Na+].[Na+] (sodium carbonate), CN1N=CC(=C1)B1OC(C(O1)(C)C)(C)C (1-methyl-4-(4,4,5,5-tetramethyl-1,3,2-dioxaborolan-2-yl)-1H-pyrazole). Solvent: CN(C=O)C.O (N,N-dimethylformamide water), O (water). Conditions: temperature 80 celsius, time 8 hour. Product: CC(CC=1N=C(NC1)C(CC1=CC=C(C=C1)C=1C=NN(C1)C)NC)(CC)C (1-[4-(2,2-dimethylbutyl)-1H-imidazol-2-yl]-N-methyl-2-[4-(1-methyl-1H-pyrazol-4-yl)phenyl]ethanamine). RXN SMILES: Br[C:2]1[CH:7]=[CH:6][C:5]([CH2:8][CH:9]([C:12]2[NH:13][CH:14]=[C:15]([CH2:17][C:18]([CH3:22])([CH3:21])[CH2:19][CH3:20])[N:16]=2)[NH:10][CH3:11])=[CH:4][CH:3]=1.C(=O)([O-])[O-].[Na+].[Na+].[CH3:29][N:30]1[CH:34]=[C:33](B2OC(C)(C)C(C)(C)O2)[CH:32]=[N:31]1>CN(C)C=O.O.O>[CH3:21][C:18]([CH3:22])([CH2:19][CH3:20])[CH2:17][C:15]1[N:16]=[C:12]([CH:9]([NH:10][CH3:11])[CH2:8][C:5]2[CH:6]=[CH:7][C:2]([C:33]3[CH:32]=[N:31][N:30]([CH3:29])[CH:34]=3)=[CH:3][CH:4]=2)[NH:13][CH:14]=1 |f:1.2.3,5.6|. Reported procedure: 1,1′-bis(diphenylphosphino)ferrocene-palladium(II)dichloride dichloromethane complex (35 mg, 0.04 mmol) was added to a degassed, ambient temperature solution of 2-(4-bromophenyl)-1-[4-(2,2-dimethylbutyl)-1H-imidazol-2-yl]-N-methylethanamine (157 mg, 0.43 mmol), sodium carbonate (138 mg, 1.3 mmol) and 1-methyl-4-(4,4,5,5-tetramethyl-1,3,2-dioxaborolan-2-yl)-1H-pyrazole (180 mg, 0.86 mmol) in N,N-dimethylformamide/water (2:1) (9 mL). After stirring at 80° C. overnight, the reaction mixture was coo... Reactants: CCN1CCC(N2CCc3ccccc32)C(CO)C1, CN(C)C=O, Fc1ccc(CBr)cc1, [H-], [Na+], O. Product: CCN1CCC(N2CCc3ccccc32)C(COCc2ccc(F)cc2)C1. RXN SMILES: [CH2:3]([CH3:4])[N:5]1[CH2:6][CH:7]([CH2:20][OH:21])[CH:8]([N:11]2[CH2:12][CH2:13][c:14]3[cH:15][cH:16][cH:17][cH:18][c:19]32)[CH2:9][CH2:10]1.[CH3:32][N:33]([CH3:34])[CH:35]=[O:36].[F:23][c:24]1[cH:25][cH:26][c:27]([CH2:28][Br:29])[cH:30][cH:31]1.[H-:1].[Na+:2].[OH2:22]>>[CH2:3]([CH3:4])[N:5]1[CH2:6][CH:7]([CH2:20][O:21][CH2:28][c:27]2[cH:26][cH:25][c:24]([F:23])[cH:31][cH:30]2)[CH:8]([N:11]2[CH2:12][CH2:13][c:14]3[cH:15][cH:16][cH:17][cH:18][c:19]32)[CH2:9][CH2:10]1.